Dataset: the Open Reaction Database (ORD), a public repository of structured organic reaction records. Task: describe an organic reaction: reactants, conditions, products, and yield The reactants are C(CO)O (Ethylene glycol), C1=CC=CC=C1 (benzene), CC=1C=C(OCC2=C(C=CC=C2)C(C#N)=NOC)C=CC1 (2-(3-methylphenoxymethyl)-α-methoxyiminophenyl acetonitrile), NCCO (2-aminoethanol). Reagents/catalysts: O.O.C(C)(=O)[O-].[Zn+2].C(C)(=O)[O-] (zinc acetate dihydrate). Solvent: C(C)(=O)OCC (ethyl acetate). Reaction conditions: temperature 100 celsius, time 20 hour. Yields the product CON=C(C1=C(C=CC=C1)COC1=CC(=CC=C1)C)C=1OCCN1 (2-(3-methylphenoxymethyl)phenyl 2-oxazolin-2-yl ketone O-methyloxime). Isolated yield 24.0%. RXN SMILES: [CH2:1]([OH:4])[CH2:2]O.C1C=CC=CC=1.[CH3:11][C:12]1[CH:13]=[C:14]([CH:29]=[CH:30][CH:31]=1)[O:15][CH2:16][C:17]1[CH:22]=[CH:21][CH:20]=[CH:19][C:18]=1[C:23](=[N:26][O:27][CH3:28])[C:24]#[N:25].NCCO>O.O.C([O-])(=O)C.[Zn+2].C([O-])(=O)C.C(OCC)(=O)C>[CH3:28][O:27][N:26]=[C:23]([C:24]1[O:4][CH2:1][CH2:2][N:25]=1)[C:18]1[CH:19]=[CH:20][CH:21]=[CH:22][C:17]=1[CH2:16][O:15][C:14]1[CH:29]=[CH:30][CH:31]=[C:12]([CH3:11])[CH:13]=1 |f:4.5.6.7.8|. Procedure details: Ethylene glycol (2 ml) and benzene (10 ml) were added to 2-(3-methylphenoxymethyl)-α-methoxyiminophenyl acetonitrile (1.0 g, 3.6 mmol), 2-aminoethanol (400 mg, 6.6 mmol) and zinc acetate dihydrate (100 mg, 0.46 mmol), and the mixture was subjected to azeotropic dehydration and stirred at 100° C. for 20 hours. After allowing the mixture to stand for cooling, ethyl acetate was added to the reaction mixture. The mixture was washed successively with water and saturated brine and dried over anhydrous...